From a dataset of the Open Reaction Database (ORD), a public repository of structured organic reaction records. describe an organic reaction: reactants, conditions, products, and yield Starting materials: C1(=CC=C(C=C1)C(=CCN)C1=CC=C(C=C1)C1=CC=CC=C1)C1=CC=CC=C1 (1, 1 - di (4 - biphenylyl) -3 - amino - prop -1 -ene), C1(=CC=C(C=C1)C(=CCN)C1=CC=C(C=C1)C1=CC=CC=C1)C1=CC=CC=C1 (1, 1 - di (4 - biphenylyl) -3 - amino - prop -1 -ene), C(C)(=O)OC(C)=O (acetic anhydride). The solvent is C(C)(=O)O (acetic acid). Yields the product C1(=CC=C(C=C1)C(=CCNC(C)=O)C1=CC=C(C=C1)C1=CC=CC=C1)C1=CC=CC=C1 (1, 1- di (4-biphenylyl) -3 - acetamido - prop -1 - ene). Reaction SMILES: [C:1]1([C:23]2[CH:28]=[CH:27][CH:26]=[CH:25][CH:24]=2)[CH:6]=[CH:5][C:4]([C:7]([C:11]2[CH:16]=[CH:15][C:14]([C:17]3[CH:22]=[CH:21][CH:20]=[CH:19][CH:18]=3)=[CH:13][CH:12]=2)=[CH:8][CH2:9][NH2:10])=[CH:3][CH:2]=1.[C:29](OC(=O)C)(=[O:31])[CH3:30]>C(O)(=O)C>[C:14]1([C:17]2[CH:22]=[CH:21][CH:20]=[CH:19][CH:18]=2)[CH:15]=[CH:16][C:11]([C:7]([C:4]2[CH:3]=[CH:2][C:1]([C:23]3[CH:24]=[CH:25][CH:26]=[CH:27][CH:28]=3)=[CH:6][CH:5]=2)=[CH:8][CH2:9][NH:10][C:29](=[O:31])[CH3:30])=[CH:12][CH:13]=1. Reported procedure: 1, 1 - di (4 - biphenylyl) -3 - amino - prop -1 -ene (1g) was added to a mixture of anhydrous sodium acetate (1g), acetic acid (10 ml) and acetic anhydride (1 ml) and the mixture was refluxed for one hour then evaporated in vacuo. The residue was washed with water and dried and recrystallised from n - propanol to give 1, 1- di (4-biphenylyl) -3 - acetamido - prop -1 - ene. (m.p. 246°- 249°C). This compound was reduced in a similar manner to the method described in Example 43 to yield 1, 1 - di (... Starting materials: CC1CN(C(=O)OC(C)(C)C)CC(C)N1, O=C([O-])[O-], CCCC[N+](CCCC)(CCCC)CCCC, CC#N, CCOC(C)=O, [I-], [K+], [K+], CS(=O)(=O)OCc1nccs1. The product is CC1CN(C(=O)OC(C)(C)C)CC(C)N1Cc1nccs1. As a reaction SMILES: [C:12]([CH3:13])([CH3:14])([CH3:15])[O:16][C:17](=[O:18])[N:19]1[CH2:20][CH:21]([CH3:26])[NH:22][CH:23]([CH3:25])[CH2:24]1.[C:27](=[O:28])([O-:29])[O-:30].[CH2:34]([N+:35]([CH2:36][CH2:37][CH2:38][CH3:39])([CH2:40][CH2:41][CH2:42][CH3:43])[CH2:44][CH2:45][CH2:46][CH3:47])[CH2:48][CH2:49][CH3:50].[CH3:51][C:52]#[N:53].[CH3:54][CH2:55][O:56][C:57](=[O:58])[CH3:59].[I-:33].[K+:31].[K+:32].[s:1]1[c:2]([CH2:6][O:7][S:8]([CH3:9])(=[O:10])=[O:11])[n:3][cH:4][cH:5]1>>[s:1]1[c:2]([CH2:6][N:22]2[CH:21]([CH3:26])[CH2:20][N:19]([C:17]([O:16][C:12]([CH3:13])([CH3:14])[CH3:15])=[O:18])[CH2:24][CH:23]2[CH3:25])[n:3][cH:4][cH:5]1. Reactants: CCOC(=O)n1ccc2ccc(Cl)nc21, CO, [Na+], [OH-]. Yields the product Clc1ccc2cc[nH]c2n1. Reaction SMILES: [CH2:1]([O:2][C:3](=[O:4])[n:6]1[cH:7][cH:8][c:9]2[c:10]1[n:11][c:12]([Cl:15])[cH:13][cH:14]2)[CH3:5].[CH3:18][OH:19].[Na+:17].[OH-:16]>>[nH:6]1[cH:7][cH:8][c:9]2[c:10]1[n:11][c:12]([Cl:15])[cH:13][cH:14]2. Reactants: BrN1C(CCC1=O)=O (N-bromosuccinimide), N#CN (cyanamide), C=CC1=CC=CC=C1 (styrene). Solvent: ClCCl (dichloromethane), ClCCl (dichloromethane). Run at time 5 minute. Product: BrCC(C1=CC=CC=C1)NC#N (2-bromo-1-phenylethyl cyanamide). Isolated yield 79.8%. RXN SMILES: [Br:1]N1C(=O)CCC1=O.[N:9]#[C:10][NH2:11].[CH2:12]=[CH:13][C:14]1[CH:19]=[CH:18][CH:17]=[CH:16][CH:15]=1>ClCCl>[Br:1][CH2:12][CH:13]([NH:9][C:10]#[N:11])[C:14]1[CH:19]=[CH:18][CH:17]=[CH:16][CH:15]=1. Procedure: N-bromosuccinimide (10.68 g, 0.06 mol) and cyanamide (4.2 g, 0.1 mol) were dissolved in 150 m of dichloromethane and the mixture was stirred for 5 min. To this mixture was added a solution of styrene (5.2 g, 0.05 mol) in 20 m of dichloromethane using a dropping funnel for one hour. The resulting reaction mixture was stirred at room temperature for 12 hours, washed with an equal volume of 5% sodium thiosulfate and brine which were freshly prepared, dried over anhydrous magnesium sulfate, concentr... Reactants: CC(c1ccc(F)cn1)N(C(=O)[O-])C(C)(C)C, ClCCl, Cl, C1COCCO1. Product: CC(N)c1ccc(F)cn1. As a reaction SMILES: [C:1]([N:5]([C:2](=[O:3])[O-:4])[CH:9]([CH3:10])[c:11]1[n:12][cH:13][c:14]([F:17])[cH:15][cH:16]1)([CH3:6])([CH3:7])[CH3:8].[Cl:25][CH2:26][Cl:27].[ClH:18].[O:19]1[CH2:20][CH2:21][O:22][CH2:23][CH2:24]1>>[NH2:5][CH:9]([CH3:10])[c:11]1[n:12][cH:13][c:14]([F:17])[cH:15][cH:16]1. The reactants are C(C1=CC=CC=C1)O[C@@H]1[C@@](O[C@@H]2OC(O[C@@H]21)(C)C)(C(F)F)COCC2=CC=CC=C2 ((3aR,5R,6S,6aR)-6-(benzyloxy)-5-(benzyloxymethyl)-5-(difluoromethyl)-2,2-dimethyl-tetrahydrofuro[2,3-d][1,3]dioxole), CC(=O)OC(=O)C (Ac2O), O (water). Reagents/catalysts: OS(=O)(=O)O (H2SO4). The solvent is CC(=O)O (AcOH). Conditions: time 3 hour. Product: C(C)(=O)OC1O[C@]([C@H]([C@H]1OC(C)=O)OCC1=CC=CC=C1)(C(F)F)COCC1=CC=CC=C1 ((3R,4S,5R)-4-(benzyloxy)-5-(benzyloxymethyl)-5-(difluoromethyl)-tetrahydrofuran-2,3-diyl diacetate). Reaction SMILES: [CH2:1]([O:8][C@H:9]1[C@@H:16]2[C@@H:12]([O:13][C:14](C)([CH3:17])[O:15]2)[O:11][C@@:10]1([CH2:22][O:23][CH2:24][C:25]1[CH:30]=[CH:29][CH:28]=[CH:27][CH:26]=1)[CH:19]([F:21])[F:20])[C:2]1[CH:7]=[CH:6][CH:5]=[CH:4][CH:3]=1.O.[CH3:32][C:33]([O:35]C(C)=O)=[O:34]>CC(O)=O.OS(O)(=O)=O>[C:14]([O:13][CH:12]1[C@H:16]([O:35][C:33](=[O:34])[CH3:32])[C@H:9]([O:8][CH2:1][C:2]2[CH:7]=[CH:6][CH:5]=[CH:4][CH:3]=2)[C@:10]([CH2:22][O:23][CH2:24][C:25]2[CH:30]=[CH:29][CH:28]=[CH:27][CH:26]=2)([CH:19]([F:20])[F:21])[O:11]1)(=[O:15])[CH3:17]. Reported procedure: To a solution of compound (3aR,5R,6S,6aR)-6-(benzyloxy)-5-(benzyloxymethyl)-5-(difluoromethyl)-2,2-dimethyl-tetrahydrofuro[2,3-d][1,3]dioxole (1.0 g, 6.3 mmol) in Ac2O (2.5 mL) and AcOH (10 mL) was added H2SO4 (3 drops). The mixture was stirred at room temperature for 3 hrs. TLC showed the reaction was complete. The mixture was poured to water, extracted with EtOAc, dried (Na2SO4) and purified by silica gel chromatography [ethyl acetate:petroleum ether (1:3)] to afford compound 5 (1.0 g, crude) ... Reactants: C(C)(C)(C)OC(=O)N1C[C@H]2CC3=CC(=C(N=C3N2[C@@H](C1)C)CSC(C1=CC=CC=C1)(C1=CC=CC=C1)C1=CC=CC=C1)C=O ((4R,9aR)-7-formyl-4-methyl-6-tritylsulfanylmethyl-3,4,9,9a-tetrahydro-1H-2,4a,5-triaza-fluorene-2-carboxylic acid tert-butyl ester). Run in C(=O)O (formic acid). Product: N (ammonia), C[C@H]1N2C3=NC=4C(C=C3C[C@@H]2CNC1)=CSC4 ((5R,8aR)-5-Methyl-5,6,7,8,8a,9-hexahydro-2-thia-4,4b,7-triaza-cyclopenta[b]fluorene). Yield: 168.3%. Reaction SMILES: C(OC([N:8]1[CH2:20][C@@H:19]([CH3:21])[N:18]2[C@H:10]([CH2:11][C:12]3[C:17]2=[N:16][C:15]([CH2:22][S:23]C(C2C=CC=CC=2)(C2C=CC=CC=2)C2C=CC=CC=2)=[C:14]([CH:43]=O)[CH:13]=3)[CH2:9]1)=O)(C)(C)C>C(O)=O>[NH3:8].[CH3:21][C@@H:19]1[CH2:20][NH:8][CH2:9][C@@H:10]2[N:18]1[C:17]1[C:12]([CH2:11]2)=[CH:13][C:14]2=[CH:43][S:23][CH:22]=[C:15]2[N:16]=1. Procedure details: A solution of 0.270 g (4R,9aR)-7-formyl-4-methyl-6-tritylsulfanylmethyl-3,4,9,9a-tetrahydro-1H-2,4a,5-triaza-fluorene-2-carboxylic acid tert-butyl ester in 5 ml 90% aqueous formic acid was kept at room temperature for 6 h. The reaction mixture was partitioned between water and ethyl acetate. The phases were separated and the aqueous phase was mixed with dichloromethane. The pH of the mixture was adjusted to 12.00 by addition of 2N aqueous sodium hydroxide and the phases were separated. The organ... Reactants: ClC1=CC2=C(COC(N2)=O)C=C1O (7-chloro-6-hydroxy-4H-3,1-benzoxazin-2-one), CC1=CC=C(C=C1)SCCCCCl (4-(4-methyl-phenylmercapto)-butylchloride). Product: ClC1=CC2=C(COC(N2)=O)C=C1OCCCCSC1=CC=C(C=C1)C (7-Chloro-6-[4-(4-methyl-phenylmercapto)-butoxy]-4H-3,1-benzoxazin-2-one). As a reaction SMILES: [Cl:1][C:2]1[C:12]([OH:13])=[CH:11][C:5]2[CH2:6][O:7][C:8](=[O:10])[NH:9][C:4]=2[CH:3]=1.[CH3:14][C:15]1[CH:20]=[CH:19][C:18]([S:21][CH2:22][CH2:23][CH2:24][CH2:25]Cl)=[CH:17][CH:16]=1>>[Cl:1][C:2]1[C:12]([O:13][CH2:25][CH2:24][CH2:23][CH2:22][S:21][C:18]2[CH:17]=[CH:16][C:15]([CH3:14])=[CH:20][CH:19]=2)=[CH:11][C:5]2[CH2:6][O:7][C:8](=[O:10])[NH:9][C:4]=2[CH:3]=1. Procedure details: Prepared analogously to Example 4 from 7-chloro-6-hydroxy-4H-3,1-benzoxazin-2-one and 4-(4-methyl-phenylmercapto)-butylchloride. Run at temperature 100 celsius, time 30 minute. Starting materials: BrCC1OCCO1 (2-Bromomethyl-1,3-dioxolane), C(CCCCC)N (n-hexylamine), [OH-].[Na+] (sodium hydroxide). Procedure details: 2-Bromomethyl-1,3-dioxolane (20 grams) and n-hexylamine (100 ml) were charged into a glass reaction vessel equipped with a mechanical stirrer, thermometer and reflux condenser. The reaction mixture was heated at a temperature of about 100° C. for a period of about 3 hours. After this time sodium hydroxide (10 grams) dissolved in water (100 ml) was added and the resulting mixture was stirred for a period of about 30 minutes. The reaction mixture was then extracted with ether and the ether solutio... Reaction SMILES: Br[CH2:2][CH:3]1[O:7][CH2:6][CH2:5][O:4]1.[CH2:8]([NH2:14])[CH2:9][CH2:10][CH2:11][CH2:12][CH3:13].[OH-].[Na+]>O>[CH2:8]([NH:14][CH2:2][CH:3]1[O:7][CH2:6][CH2:5][O:4]1)[CH2:9][CH2:10][CH2:11][CH2:12][CH3:13] |f:2.3|. The solvent is O (water). Product: C(CCCCC)NCC1OCCO1 (N-n-hexyl-N-(1,3-dioxolan-2-ylmethyl)amine).